Dataset: the Open Reaction Database (ORD), a public repository of structured organic reaction records. Task: describe an organic reaction: reactants, conditions, products, and yield Reactants: [Br-], CCc1ccc(CC(C)=O)cc1, C[Mg+], CCOCC, [Cl-], [NH4+]. The product is CCc1ccc(CC(C)(C)O)cc1. RXN SMILES: [Br-:13].[CH2:1]([CH3:2])[c:3]1[cH:4][cH:5][c:6]([CH2:9][C:10]([CH3:11])=[O:12])[cH:7][cH:8]1.[CH3:14][Mg+:15].[CH3:18][CH2:19][O:20][CH2:21][CH3:22].[Cl-:16].[NH4+:17]>>[CH2:1]([CH3:2])[c:3]1[cH:4][cH:5][c:6]([CH2:9][C:10]([CH3:11])([OH:12])[CH3:14])[cH:7][cH:8]1. The reactants are NC1=C(C=CC(=C1)C(F)(F)F)NC1=CC=C(OC(C(=O)OCC)C)C=C1 (ethyl 2-(4-(2-amino-4-(trifluoromethyl)phenylamino)phenoxy)propionate), C(OCC)(OCC)OCC (triethyl orthoformate). Yields the product FC(C1=CC2=C(N(C=N2)C2=CC=C(OC(C(=O)OCC)C)C=C2)C=C1)(F)F (Ethyl 2-(4-(5-(trifluoromethyl)benzimidazol-1-yl)phenoxy)propionate). RXN SMILES: [NH2:1][C:2]1[CH:7]=[C:6]([C:8]([F:11])([F:10])[F:9])[CH:5]=[CH:4][C:3]=1[NH:12][C:13]1[CH:26]=[CH:25][C:16]([O:17][CH:18]([CH3:24])[C:19]([O:21][CH2:22][CH3:23])=[O:20])=[CH:15][CH:14]=1.[CH:27](OCC)(OCC)OCC>>[F:9][C:8]([F:11])([F:10])[C:6]1[CH:5]=[CH:4][C:3]2[N:12]([C:13]3[CH:14]=[CH:15][C:16]([O:17][CH:18]([CH3:24])[C:19]([O:21][CH2:22][CH3:23])=[O:20])=[CH:25][CH:26]=3)[CH:27]=[N:1][C:2]=2[CH:7]=1. Procedure details: 5.3 g of 1C was dissolved in 50 ml of triethyl orthoformate, the solution was refluxed for 1 hour, then concentrated under reduced pressure. The residue, an oil, was chromatographed over silica gel, using as eluent a 2:15:33 v/v/v mixture of tetrahydrofuran, ethyl acetate and hexane (hereinafter, Solvent A), to give 1, as a viscous liquid. Starting materials: Cl (hydrogen chloride), BrC1=CC=C(C=C1)S(=O)(=O)N1CCN(CC1)C(=O)N1CCN(CC1)C(=O)OC(C)(C)C (1-(4-bromophenylsulphonyl)-4-[1-(t-butoxycarbonyl)piperazin-4-ylcarbonyl]piperazine). Run in C(C)(=O)OCC (ethyl acetate), C(C)(=O)OCC (ethyl acetate). Reaction conditions: time 8 hour. The product is Cl.BrC1=CC=C(C=C1)S(=O)(=O)N1CCN(CC1)C(=O)N1CCNCC1 (1-(4-bromophenylsulphonyl)-4-(1-piperazinylcarbonyl)piperazine hydrochloride). Reaction SMILES: [ClH:1].[Br:2][C:3]1[CH:8]=[CH:7][C:6]([S:9]([N:12]2[CH2:17][CH2:16][N:15]([C:18]([N:20]3[CH2:25][CH2:24][N:23](C(OC(C)(C)C)=O)[CH2:22][CH2:21]3)=[O:19])[CH2:14][CH2:13]2)(=[O:11])=[O:10])=[CH:5][CH:4]=1>C(OCC)(=O)C>[ClH:1].[Br:2][C:3]1[CH:4]=[CH:5][C:6]([S:9]([N:12]2[CH2:17][CH2:16][N:15]([C:18]([N:20]3[CH2:21][CH2:22][NH:23][CH2:24][CH2:25]3)=[O:19])[CH2:14][CH2:13]2)(=[O:10])=[O:11])=[CH:7][CH:8]=1 |f:3.4|. Procedure details: A solution (200 ml) of ethyl acetate saturated with hydrogen chloride was added to a mixture of 1-(4-bromophenylsulphonyl)-4-[1-(t-butoxycarbonyl)piperazin-4-ylcarbonyl]piperazine and ethyl acetate (200 ml) . The mixture was stirred overnight. The solvent was removed by evaporation to give 1-(4-bromophenylsulphonyl)-4-(1-piperazinylcarbonyl)piperazine hydrochloride (16.30 g). Run in ClCCl (dichloromethane), N1=CC=CC=C1 (pyridine), ClCCl (dichloromethane). The product is FC1(CC([C@H](C2=CC=C(C=C12)F)C(C)C)=O)F ((S)-4,4,6-Trifluoro-1-isopropyl-3,4-dihydronaphthalen-2(1H)-one). Yield: 46.0%. As a reaction SMILES: [F:1][C:2]1([F:13])[C:11]2[C:6](=[CH:7][CH:8]=[C:9]([F:12])[CH:10]=2)[CH2:5][CH2:4][CH2:3]1.IN1C(=O)[CH2:18][CH2:17][C:16]1=O.F.FC1C=C2C(CCCC32SCCS3)=CC=1.S([O-])([O-])(=[O:40])=S.[Na+].[Na+]>ClCCl.N1C=CC=CC=1>[F:13][C:2]1([F:1])[C:11]2[C:6](=[CH:7][CH:8]=[C:9]([F:12])[CH:10]=2)[C@H:5]([CH:17]([CH3:18])[CH3:16])[C:4](=[O:40])[CH2:3]1 |f:4.5.6|. Procedure: 1,1,7-Trifluoro-1,2,3,4-tetrahydronaphthalene (52): A solution of N-iodosuccinimide (32.3 g, 144.0 mmol) in dichloromethane (260 mL) was cooled to −78° C. in a plastic round bottom flask. A 70% solution of hydrogen fluoride in pyridine (18 mL) followed by a dichloromethane solution (20 mL) of dithiolane 61 (8.65 g, 36.0 mmol) were added dropwise. Upon completion of addition the reaction was warmed to −50° C. and stirred at this temperature for 3 h. The reaction was then poured into ice cold satu... Run at temperature -50 celsius, time 3 hour. Reactants: FC1=CC=C2CCCC3(C2=C1)SCCS3 (7′-Fluoro-3′,4′-dihydro-2′H-spiro[[1,3]dithiolane-2,1′-naphthalene]), F (hydrogen fluoride), S(=S)(=O)([O-])[O-].[Na+].[Na+] (sodium thiosulfate), FC1(CCCC2=CC=C(C=C12)F)F (1,1,7-Trifluoro-1,2,3,4-tetrahydronaphthalene), IN1C(CCC1=O)=O (N-iodosuccinimide), solution, ice. Starting materials: Clc1cc(Br)c2ncc(Br)n2n1, C1CCOC1, CC(C)(C)[O-], [K+], CNS(=O)(=O)c1ccc(N)cc1. Yields the product CNS(=O)(=O)c1ccc(Nc2cc(Cl)nn3c(Br)cnc23)cc1. RXN SMILES: [Br:1][c:2]1[cH:3][n:4][c:5]2[n:6]1[n:7][c:8]([Cl:12])[cH:9][c:10]2[Br:11].[CH2:31]1[O:32][CH2:33][CH2:34][CH2:35]1.[CH3:25][C:26]([CH3:27])([O-:28])[CH3:29].[K+:30].[NH2:13][c:14]1[cH:15][cH:16][c:17]([S:20](=[O:21])(=[O:22])[NH:23][CH3:24])[cH:18][cH:19]1>>[Br:1][c:2]1[cH:3][n:4][c:5]2[n:6]1[n:7][c:8]([Cl:12])[cH:9][c:10]2[NH:13][c:14]1[cH:15][cH:16][c:17]([S:20](=[O:21])(=[O:22])[NH:23][CH3:24])[cH:18][cH:19]1.